This data is from the Open Reaction Database (ORD), a public repository of structured organic reaction records. The task is: describe an organic reaction: reactants, conditions, products, and yield Starting materials: ClC1=NC=NC(=C1[N+](=O)[O-])Cl (4,6-dichloro-5-nitropyrimidine), CC1=C(C=CC=C1)B(O)O (2-methylphenyl boronic acid), C([O-])([O-])=O.[K+].[K+] (potassium carbonate), tetrakis-triphenylphosphine palladium(0), C([O-])(O)=O.[Na+] (sodium bicarbonate). The solvent is O1CCOCC1 (dioxane). Reaction conditions: time 3 hour. The product is ClC1=NC=NC(=C1[N+](=O)[O-])C1=C(C=CC=C1)C (4-Chloro-5-nitro-6-o-tolyl-pyrimidine). RXN SMILES: [Cl:1][C:2]1[C:7]([N+:8]([O-:10])=[O:9])=[C:6](Cl)[N:5]=[CH:4][N:3]=1.[CH3:12][C:13]1[CH:18]=[CH:17][CH:16]=[CH:15][C:14]=1B(O)O.C(=O)([O-])[O-].[K+].[K+].C(=O)(O)[O-].[Na+]>O1CCOCC1>[Cl:1][C:2]1[C:7]([N+:8]([O-:10])=[O:9])=[C:6]([C:14]2[CH:15]=[CH:16][CH:17]=[CH:18][C:13]=2[CH3:12])[N:5]=[CH:4][N:3]=1 |f:2.3.4,5.6|. Procedure: A stirring solution of 4,6-dichloro-5-nitropyrimidine (1.5 g, 7.73 mmol, CAS RN 4316-93-2), 2-methylphenyl boronic acid (1.16 g, 8.5 mmol), potassium carbonate (3.2 g, 23.2 mmol) and tetrakis-triphenylphosphine palladium(0) (447 mg, 0.30 mmol) in dioxane (50 mL) was heated under Argon atmosphere to 80° C. After 3 hours, the reaction mixture was cooled to room temperature and poured into saturated aqueous sodium bicarbonate solution and extracted three times with EtOAc. The combined organic layer... The reactants are [BH4-], CCO, Cl, [Na+], COc1cccc(C=NC(C)c2ccc([N+](=O)[O-])cc2)c1O. The product is COc1cccc(CNC(C)c2ccc([N+](=O)[O-])cc2)c1O. Reaction SMILES: [BH4-:23].[CH2:26]([OH:27])[CH3:28].[ClH:25].[Na+:24].[OH:1][c:2]1[c:3]([CH:4]=[N:5][CH:6]([CH3:7])[c:8]2[cH:9][cH:10][c:11]([N+:14](=[O:15])[O-:16])[cH:12][cH:13]2)[cH:17][cH:18][cH:19][c:20]1[O:21][CH3:22]>>[OH:1][c:2]1[c:3]([CH2:4][NH:5][CH:6]([CH3:7])[c:8]2[cH:9][cH:10][c:11]([N+:14](=[O:15])[O-:16])[cH:12][cH:13]2)[cH:17][cH:18][cH:19][c:20]1[O:21][CH3:22]. The reactants are CC#N, Cl, O=C(Cl)c1cccc(C(F)(F)F)c1, NCC(=O)O, [Na+], [OH-]. Yields the product O=C(O)CNC(=O)c1cccc(C(F)(F)F)c1. RXN SMILES: [CH3:22][C:23]#[N:24].[ClH:21].[F:8][C:9]([c:10]1[cH:11][c:12]([C:13](=[O:14])[Cl:15])[cH:16][cH:17][cH:18]1)([F:19])[F:20].[NH2:1][CH2:2][C:3]([OH:4])=[O:5].[Na+:7].[OH-:6]>>[NH:1]([CH2:2][C:3]([OH:4])=[O:5])[C:13]([c:12]1[cH:11][c:10]([C:9]([F:8])([F:19])[F:20])[cH:18][cH:17][cH:16]1)=[O:14]. RXN SMILES: [CH2:1]([c:2]1[cH:3][cH:4][cH:5][cH:6][cH:7]1)[O:8][c:9]1[cH:10][c:11]2[cH:12][n:13][n:14]([CH:25]3[O:26][CH2:27][CH2:28][CH2:29][CH2:30]3)[c:15]2[cH:16][c:17]1-[c:18]1[cH:19][n:20][c:21]([CH3:24])[cH:22][cH:23]1.[CH3:31][CH2:32][OH:33].[CH3:34][CH2:35][O:36][C:37]([CH3:38])=[O:39]>>[OH:8][c:9]1[cH:10][c:11]2[cH:12][n:13][n:14]([CH:25]3[O:26][CH2:27][CH2:28][CH2:29][CH2:30]3)[c:15]2[cH:16][c:17]1-[c:18]1[cH:19][n:20][c:21]([CH3:24])[cH:22][cH:23]1. The reactants are Cc1ccc(-c2cc3c(cnn3C3CCCCO3)cc2OCc2ccccc2)cn1, CCO, CCOC(C)=O. The product is Cc1ccc(-c2cc3c(cnn3C3CCCCO3)cc2O)cn1. The reactants are CNC, CO, COC(=O)c1cc(C)c2nnc(N)n2n1. Product: CNC(=O)c1cc(C)c2nnc(N)n2n1. As a reaction SMILES: [CH3:16][NH:17][CH3:18].[CH3:19][OH:20].[NH2:1][c:2]1[n:3][n:4][c:5]2[n:6]1[n:7][c:8]([C:12]([O:14][CH3:13])=[O:15])[cH:9][c:10]2[CH3:11]>>[NH2:1][c:2]1[n:3][n:4][c:5]2[n:6]1[n:7][c:8]([C:12](=[O:14])[NH:17][CH3:16])[cH:9][c:10]2[CH3:11]. The solvent is C(Cl)(Cl)(Cl)Cl (CCl4). Isolated yield 47.1%. Yields the product C(C(=O)C)C1=NC2=C(C(O1)=O)C=CC(=C2)C (2-acetonyl-7-methyl-4H-3,1-benzoxazin-4-one). Procedure: A mixture of 4-methylanthranilic acid (25.0 g., 0.17 mole) and diketene (13.95 g., 0.17 mole) in CCl4 (250 ml.) was heated at reflux for 2.5 hours. Acetic anhydride (18.3 g., 0.18 mole) was added and the mixture was stirred under reflux for 16 hours. The mixture then was cooled and the product isolated by filtration; upon recrystallization there was obtained 2-acetonyl-7-methyl-4H-3,1-benzoxazin-4-one (17.4 g., 48 percent), mp 142°-144° C. The reactants are CC=1C=C(C(C(=O)O)=CC1)N (4-methylanthranilic acid), C=C1CC(=O)O1 (diketene), C(C)(=O)OC(C)=O (Acetic anhydride). Reaction SMILES: [CH3:1][C:2]1[CH:3]=[C:4]([NH2:11])[C:5](=[CH:9][CH:10]=1)[C:6]([OH:8])=[O:7].[CH2:12]=[C:13]1[O:17][C:15](=O)[CH2:14]1.C(OC(=O)C)(=O)C>C(Cl)(Cl)(Cl)Cl>[CH2:14]([C:15]1[O:7][C:6](=[O:8])[C:5]2[CH:9]=[CH:10][C:2]([CH3:1])=[CH:3][C:4]=2[N:11]=1)[C:13]([CH3:12])=[O:17]. Starting materials: C1(=C(C(=CC(=C1)C)C)NC1=NC2=C(N1C)C(=CC=C2)NCCC)C (N2-mesityl-1-methyl-N7-propyl-1H-benzimidazole-2,7-diamine), C1(CC1)C=O (cyclopropane carboxaldehyde), C(C)(=O)O (acetic acid), C(#N)[BH3-].[Na+] (sodium cyanoborohydride). Run in CO (methanol). Run at time 24 hour. Product: C1(CC1)CN(C1=CC=CC2=C1N(C(=N2)NC2=C(C=C(C=C2C)C)C)C)CCC (N7-Cyclopropylmethyl-N2-mesityl-1-methyl-N7-propyl-1H-benzimidazole-2,7-diamine). Yield: 53.1%. As a reaction SMILES: [C:1]1([CH3:24])[CH:6]=[C:5]([CH3:7])[CH:4]=[C:3]([CH3:8])[C:2]=1[NH:9][C:10]1[N:14]([CH3:15])[C:13]2[C:16]([NH:20][CH2:21][CH2:22][CH3:23])=[CH:17][CH:18]=[CH:19][C:12]=2[N:11]=1.[CH:25]1([CH:28]=O)[CH2:27][CH2:26]1.C(O)(=O)C.C([BH3-])#N.[Na+]>CO>[CH:25]1([CH2:28][N:20]([CH2:21][CH2:22][CH3:23])[C:16]2[C:13]3[N:14]([CH3:15])[C:10]([NH:9][C:2]4[C:3]([CH3:8])=[CH:4][C:5]([CH3:7])=[CH:6][C:1]=4[CH3:24])=[N:11][C:12]=3[CH:19]=[CH:18][CH:17]=2)[CH2:27][CH2:26]1 |f:3.4|. Procedure: To 0.041 g (0.13 mmol) of N2-mesityl-1-methyl-N7-propyl-1H-benzimidazole-2,7-diamine in 2 mL of methanol was added 95 μL (1.3 mmol) of cyclopropane carboxaldehyde, 200 μL of glacial acetic acid and 0.032 g (0.51 mmol) of sodium cyanoborohydride. The mixture was stirred at room temperature for 24 h. The reaction mixture was cooled to room temperature and the volatiles were removed in vacuo. The crude solid was partitioned between saturated sodium bicarbonate and dichloromethane, the organic layer... The reactants are [Na] (Sodium), CS(=O)(=O)OCCCCC#C (hex-5-ynyl methanesulphonate), O (water), C(CC(=O)OCC)(=O)OCC (Diethyl malonate). Solvent: C(C)O (ethanol). Run at time 30 minute. The product is C(CCCC#C)C(C(=O)O)C(=O)O (2-(Hex-5-ynyl)malonic acid), solid. RXN SMILES: [Na].[C:2]([O:10]CC)(=[O:9])[CH2:3][C:4]([O:6]CC)=[O:5].CS(O[CH2:18][CH2:19][CH2:20][CH2:21][C:22]#[CH:23])(=O)=O.O>C(O)C>[CH2:23]([CH:3]([C:4]([OH:6])=[O:5])[C:2]([OH:10])=[O:9])[CH2:22][CH2:21][CH2:20][C:19]#[CH:18] |^1:0|. Procedure details: Sodium (1.2 g) was dissolved in dry ethanol (200 ml). Diethyl malonate (7.8 ml) was added and the mixture was stirred for 30 minutes and hex-5-ynyl methanesulphonate (9.0 g) was added. The mixture was stirred and refluxed for 1 hour. The mixture was cooled and the volume was reduced in vacuo. The mixture was poured into water and the aqueous mixture was extracted with diethyl ether. The ethereal extracts were washed with water and dried over anhydrous magnesium sulphate. The solvent was removed ... The reactants are CC(C#N)c1ccc2c(c1)C=Cc1ccccc1C21OCCO1, CO, [K+], [OH-], O. The product is CC(C(N)=O)c1ccc2c(c1)C=Cc1ccccc1C21OCCO1. As a reaction SMILES: [CH2:1]1[O:2][C:3]2([c:4]3[c:5]([cH:18][cH:19][cH:20][cH:21]3)[CH:6]=[CH:7][c:8]3[c:9]2[cH:10][cH:11][c:12]([CH:14]([C:15]#[N:16])[CH3:17])[cH:13]3)[O:22][CH2:23]1.[CH3:27][OH:28].[K+:26].[OH-:25].[OH2:24]>>[CH2:1]1[O:2][C:3]2([c:4]3[c:5]([cH:18][cH:19][cH:20][cH:21]3)[CH:6]=[CH:7][c:8]3[c:9]2[cH:10][cH:11][c:12]([CH:14]([C:15]([NH2:16])=[O:24])[CH3:17])[cH:13]3)[O:22][CH2:23]1.